This data is from the Open Reaction Database (ORD), a public repository of structured organic reaction records. The task is: describe an organic reaction: reactants, conditions, products, and yield Reactants: ClC1=CC(=CNC1=O)C(=O)O (5-chloro-6-oxo-1,6-dihydropyridine-3-carboxylic acid), OS(=O)(=O)O (H2SO4), CO (MeOH). The product is ClC1=CC(=CNC1=O)C(=O)OC (methyl 5-chloro-6-oxo-1,6-dihydropyridine-3-carboxylate). Reaction SMILES: [Cl:1][C:2]1[C:7](=[O:8])[NH:6][CH:5]=[C:4]([C:9]([OH:11])=[O:10])[CH:3]=1.OS(O)(=O)=O.[CH3:17]O>>[Cl:1][C:2]1[C:7](=[O:8])[NH:6][CH:5]=[C:4]([C:9]([O:11][CH3:17])=[O:10])[CH:3]=1. Procedure: A mixture of commercially available 5-chloro-6-oxo-1,6-dihydropyridine-3-carboxylic acid (4.000 g; 23.04 mmol) and concentrated H2SO4 (0.3 ml) in anh. MeOH (52 ml) was refluxed, under nitrogen, for 19 h. MeOH was removed under reduced pressure, and the residue was basified by addition of a solution of 10% aq. NaHCO3. The mixture was then extracted with DCM (5×), and the mixed organic layers were dried over anh. MgSO4, filtered, and concentrated to dryness under reduced pressure affording methyl ...